From a dataset of the Open Reaction Database (ORD), a public repository of structured organic reaction records. describe an organic reaction: reactants, conditions, products, and yield Starting materials: C1(CCCC1)N1CCN(CC1)C(=O)C=1C=C2C=C(NC2=CC1)C(=O)N1CCC(CC1)(F)F ([5-(4-Cyclopentyl-piperazine-1-carbonyl)-1H-indol-2-yl]-(4,4-difluoro-piperidin-1-yl)-methanone), CC=1C=C(C=CC1)B(O)O (3-methylphenylboronic acid), N1=CC=CC=C1 (pyridine). The reagents and catalysts are C(C)(=O)[O-].[Cu+2].C(C)(=O)[O-] (copper(II) acetate). Solvent: ClCCl (dichloromethane). Yields the product C1(CCCC1)N1CCN(CC1)C(=O)C=1C=C2C=C(N(C2=CC1)C=1C=C(C=CC1)C)C(=O)N1CCC(CC1)(F)F ([5-(4-Cyclopentyl-piperazine-1-carbonyl)-1-m-tolyl-1H-indol-2-yl]-(4,4-difluoro-piperidin-1-yl)-methanone). The yield is 81.0%. Reaction SMILES: [CH:1]1([N:6]2[CH2:11][CH2:10][N:9]([C:12]([C:14]3[CH:15]=[C:16]4[C:20](=[CH:21][CH:22]=3)[NH:19][C:18]([C:23]([N:25]3[CH2:30][CH2:29][C:28]([F:32])([F:31])[CH2:27][CH2:26]3)=[O:24])=[CH:17]4)=[O:13])[CH2:8][CH2:7]2)[CH2:5][CH2:4][CH2:3][CH2:2]1.[CH3:33][C:34]1[CH:35]=[C:36](B(O)O)[CH:37]=[CH:38][CH:39]=1.N1C=CC=CC=1>ClCCl.C([O-])(=O)C.[Cu+2].C([O-])(=O)C>[CH:1]1([N:6]2[CH2:7][CH2:8][N:9]([C:12]([C:14]3[CH:15]=[C:16]4[C:20](=[CH:21][CH:22]=3)[N:19]([C:38]3[CH:39]=[C:34]([CH3:33])[CH:35]=[CH:36][CH:37]=3)[C:18]([C:23]([N:25]3[CH2:26][CH2:27][C:28]([F:31])([F:32])[CH2:29][CH2:30]3)=[O:24])=[CH:17]4)=[O:13])[CH2:10][CH2:11]2)[CH2:5][CH2:4][CH2:3][CH2:2]1 |f:4.5.6|. Procedure details: The title compound was synthesized in analogy to example 66, from [5-(4-cyclopentyl-piperazine-1-carbonyl)-1H-indol-2-yl]-(4,4-difluoro-piperidin-1-yl)-methanone (example 8), 3-methylphenylboronic acid, copper(II) acetate and pyridine in dichloromethane, to give the desired product as a white foam (81%). Starting materials: N(=[N+]=[N-])C1=C(C=C2C(=C(C=NC2=C1)C#N)NC1=C(C=CC(=C1)OC)C)[N+](=O)[O-] (7-azido-4-(5-methoxy-2-methylanilino)-6-nitro-3-quinolinecarbonitrile), [H][H] (hydrogen). The reagents and catalysts are [Pd] (palladium on carbon). The solvent is C(C)O.O1CCCC1 (ethanol tetrahydrofuran). The product is NC=1C=C2C(=C(C=NC2=CC1N)C#N)NC1=C(C=CC(=C1)OC)C (6,7-diamino-4-(5-methoxy-2-methylanilino)-3-quinolinecarbonitrile). The yield is 72.4%. Reaction SMILES: [N:1]([C:4]1[CH:13]=[C:12]2[C:7]([C:8]([NH:16][C:17]3[CH:22]=[C:21]([O:23][CH3:24])[CH:20]=[CH:19][C:18]=3[CH3:25])=[C:9]([C:14]#[N:15])[CH:10]=[N:11]2)=[CH:6][C:5]=1[N+:26]([O-])=O)=[N+]=[N-].[H][H]>[Pd].C(O)C.O1CCCC1>[NH2:26][C:5]1[CH:6]=[C:7]2[C:12](=[CH:13][C:4]=1[NH2:1])[N:11]=[CH:10][C:9]([C:14]#[N:15])=[C:8]2[NH:16][C:17]1[CH:22]=[C:21]([O:23][CH3:24])[CH:20]=[CH:19][C:18]=1[CH3:25] |f:3.4|. Procedure: A mixture of 0.65 g (1.73 mmol ) of 7-azido-4-(5-methoxy-2-methylanilino)-6-nitro-3-quinolinecarbonitrile and 0.12 g of 10% palladium on carbon in a 1:1 mixture of ethanol/tetrahydrofuran is shaken on Parr apparatus with hydrogen gas at 40 psi for 2 hours. The mixture is filtered through a pad of diatomaceous earth, washed with methanol and tetrahydrofuran, then dried to provide a dark solid. The crude product is purified by silica gel chromatography, utilizing a gradient of methylene chloride/m... Reactants: [N+](=O)([O-])C1=C2C=CC(=NC2=CC=C1)Cl (5-nitro-2-chloroquinoline), C1C(CC2=CC=CC=C12)N (indane-2-ylamine). The product is C1C(CC2=CC=CC=C12)NC1=NC=2C=CC=C(C2C=C1)N (rac-N2-Indan-2-yl-quinoline-2,5-diamine). RXN SMILES: [N+:1]([C:4]1[CH:13]=[CH:12][CH:11]=[C:10]2[C:5]=1[CH:6]=[CH:7][C:8](Cl)=[N:9]2)([O-])=O.[CH2:15]1[C:23]2[C:18](=[CH:19][CH:20]=[CH:21][CH:22]=2)[CH2:17][CH:16]1[NH2:24]>>[CH2:15]1[C:23]2[C:18](=[CH:19][CH:20]=[CH:21][CH:22]=2)[CH2:17][CH:16]1[NH:24][C:8]1[CH:7]=[CH:6][C:5]2[C:4]([NH2:1])=[CH:13][CH:12]=[CH:11][C:10]=2[N:9]=1. Reported procedure: The title compound, MS: m/e=276.0 (M+H+), was prepared in accordance with the general method of example 16 from 5-nitro-2-chloroquinoline and indane-2-ylamine.